From a dataset of the Open Reaction Database (ORD), a public repository of structured organic reaction records. describe an organic reaction: reactants, conditions, products, and yield The reactants are ice, CN(C1(CCC2(OCCO2)CC1)C#N)C (8-dimethylamino-1,4-dioxa-spiro[4.5]decane-8-carbonitrile). Solvent: O1CCCC1 (tetrahydrofuran), solution, C1(=CC=CC=C1)[Mg]Cl (phenylmagnesium chloride), O1CCCC1 (tetrahydrofuran). Reaction conditions: time 8 hour. Yields the product CN(C1(CCC2(OCCO2)CC1)C1=CC=CC=C1)C (dimethyl-(8-phenyl-1,4-dioxa-spiro[4.5]dec-8-yl)-amine). Yield: 193.1%. Reaction SMILES: [CH3:1][N:2]([CH3:15])[C:3]1([C:13]#N)[CH2:12][CH2:11][C:6]2([O:10][CH2:9][CH2:8][O:7]2)[CH2:5][CH2:4]1>O1CCCC1.C1([Mg]Cl)C=CC=CC=1>[CH3:1][N:2]([CH3:15])[C:3]1([C:13]2[CH:11]=[CH:12][CH:3]=[CH:4][CH:5]=2)[CH2:12][CH2:11][C:6]2([O:10][CH2:9][CH2:8][O:7]2)[CH2:5][CH2:4]1. Reported procedure: 50.0 g 8-dimethylamino-1,4-dioxa-spiro[4.5]decane-8-carbonitrile were dissolved in 400 ml analytical grade tetrahydrofuran, 216 ml of a commercially obtainable two molar solution of phenylmagnesium chloride in tetrahydrofuran were added dropwise under a nitrogen atmosphere, while cooling on an ice-bath, and the mixture was stirred overnight, while warming to room temperature. For working up, 200 ml ice-cold ammonium chloride solution (20 wt. %) were added, while stirring and cooling on an ice-ba... The reactants are C(=O)NC1=NC=C2N=CN(C2=N1)OCCCOCOC (2-formamido-9-[3-(methoxymethoxy)propoxy]purine), C[O-].[Na+] (sodium methoxide). Run in CO (methanol). Yields the product NC1=NC=C2N=CN(C2=N1)OCCCOCOC (2-Amino-9-[3-(methoxymethoxy)propoxy]purine). Isolated yield 55.6%. RXN SMILES: C([NH:3][C:4]1[N:12]=[C:11]2[C:7]([N:8]=[CH:9][N:10]2[O:13][CH2:14][CH2:15][CH2:16][O:17][CH2:18][O:19][CH3:20])=[CH:6][N:5]=1)=O.C[O-].[Na+]>CO>[NH2:3][C:4]1[N:12]=[C:11]2[C:7]([N:8]=[CH:9][N:10]2[O:13][CH2:14][CH2:15][CH2:16][O:17][CH2:18][O:19][CH3:20])=[CH:6][N:5]=1 |f:1.2|. Reported procedure: A solution of 2-formamido-9-[3-(methoxymethoxy)propoxy]purine (0.4 g, 1.42 mmol) in methanol (15 ml) was treated with sodium methoxide solution (0.5M, 5 ml) and heated to reflux for 2 hr. The cooled reaction mixture was neutralised with AMBERLITE IR 120H resin, filtered and the solvent was removed in vacuo. The residue was dissolved in ethyl acetate (50 ml), washed with water (2×20 ml), dried (MgSO4), filtered and the filtrate evaporated in vacuo. The residue was purified by column chromatograph... Starting materials: O=C(n1ccnc1)n1ccnc1, ClC(Cl)Cl, OC(c1ccc(F)cc1)C(O)(Cn1cncn1)c1ccc(Cl)cc1Cl, O. Yields the product O=C1OC(c2ccc(F)cc2)C(Cn2cncn2)(c2ccc(Cl)cc2Cl)O1. Reaction SMILES: [C:26](=[O:27])([n:28]1[cH:29][cH:30][n:31][cH:32]1)[n:33]1[cH:34][cH:35][n:36][cH:37]1.[CH:38]([Cl:39])([Cl:40])[Cl:41].[Cl:1][c:2]1[c:3]([C:9]([CH:10]([OH:11])[c:12]2[cH:13][cH:14][c:15]([F:18])[cH:16][cH:17]2)([CH2:19][n:20]2[n:21][cH:22][n:23][cH:24]2)[OH:25])[cH:4][cH:5][c:6]([Cl:8])[cH:7]1.[OH2:42]>>[Cl:1][c:2]1[c:3]([C:9]2([CH2:19][n:20]3[n:21][cH:22][n:23][cH:24]3)[CH:10]([c:12]3[cH:13][cH:14][c:15]([F:18])[cH:16][cH:17]3)[O:11][C:26](=[O:27])[O:25]2)[cH:4][cH:5][c:6]([Cl:8])[cH:7]1. The reactants are [NH4+].[Cl-] (NH4Cl), ClC1=C(C=O)C(=CC=C1F)F (2-Chloro-3,6-difluorobenzaldehyde), C1CCOC1 (THF), C[Mg]Br (Methylmagnesium bromide). Run in C(CCC)OCCCC (butyl ether), C(C)OCC (Diethyl ether). Reaction conditions: time 8 hour. The product is ClC1=C(C(=CC=C1F)F)C(C)O (1-(2-Chloro-3,6-difluorophenyl)ethanol). As a reaction SMILES: [Cl:1][C:2]1[C:9]([F:10])=[CH:8][CH:7]=[C:6]([F:11])[C:3]=1[CH:4]=[O:5].[CH2:12]1COCC1.C[Mg]Br.[NH4+].[Cl-]>C(OCCCC)CCC.C(OCC)C>[Cl:1][C:2]1[C:9]([F:10])=[CH:8][CH:7]=[C:6]([F:11])[C:3]=1[CH:4]([OH:5])[CH3:12] |f:3.4|. Reported procedure: To a dry 18×250 mm test tube, 2-Chloro-3,6-difluorobenzaldehyde (1.00 g, 5.66 mmol) and THF (10.0 mL, 123 mmol) were added. The reaction tube was evacuated and filled with N2 3 times. Methylmagnesium bromide (0.810 g, 6.80 mmol) 1.0 M in butyl ether was added slowly at 0° C. The reaction mixture was stirred at room temperature overnight. 5 mL of sat. aq. NH4Cl was added to quench the reaction at 0° C. Diethyl ether was added and aq. layer was extracted with ether 3 times. The combined organic la... Reactants: CCOC(C)=O, CCCCCC, CC(C)O, [Cu]I, Cc1cc(C)cc(I)c1, [K+], [K+], [K+], NCc1ccccc1, OCCO, O=P([O-])([O-])[O-]. The product is Cc1cc(C)cc(NCc2ccccc2)c1. As a reaction SMILES: [C:32]([O:33][CH2:34][CH3:35])(=[O:36])[CH3:37].[CH3:38][CH2:39][CH2:40][CH2:41][CH2:42][CH3:43].[CH3:44][CH:45]([OH:46])[CH3:47].[Cu:30][I:31].[I:17][c:18]1[cH:19][c:20]([CH3:25])[cH:21][c:22]([CH3:24])[cH:23]1.[K+:6].[K+:7].[K+:8].[NH2:9][CH2:10][c:11]1[cH:12][cH:13][cH:14][cH:15][cH:16]1.[OH:26][CH2:27][CH2:28][OH:29].[P:1]([O-:2])([O-:3])([O-:4])=[O:5]>>[NH:9]([CH2:10][c:11]1[cH:12][cH:13][cH:14][cH:15][cH:16]1)[c:18]1[cH:19][c:20]([CH3:25])[cH:21][c:22]([CH3:24])[cH:23]1.